This data is from the Open Reaction Database (ORD), a public repository of structured organic reaction records. The task is: describe an organic reaction: reactants, conditions, products, and yield Reactants: ClC=1C=C(C=CC1F)N(C(=O)N)C1N(CCC2(C1)CNC1=CC(=CC=C12)Br)C(=O)OCC1=CC=CC=C1 (1-(3-chloro-4-fluorophenyl)ureido-6-bromo-1′-benzyloxycarbonyl-spiro[indoline-3,4′-piperidine]), C(#N)C=1C=C(C=CC1)B(O)O (3-cyanophenylboronic acid), C(=O)([O-])[O-].[Na+].[Na+] (Na2CO3), solution, CCO (EtOH). The reagents and catalysts are C=1C=CC(=CC1)[P](C=2C=CC=CC2)(C=3C=CC=CC3)[Pd]([P](C=4C=CC=CC4)(C=5C=CC=CC5)C=6C=CC=CC6)([P](C=7C=CC=CC7)(C=8C=CC=CC8)C=9C=CC=CC9)[P](C=1C=CC=CC1)(C=1C=CC=CC1)C=1C=CC=CC1 (Pd(PPh3)4). Solvent: C1(=CC=CC=C1)C (toluene). Run at temperature 90 celsius. Product: ClC=1C=C(C=CC1F)N(C(=O)N)C1N(CCC2(C1)CNC1=CC(=CC=C12)C1=CC(=CC=C1)C#N)C(=O)OCC1=CC=CC=C1 (1-(3-chloro-4-fluorophenyl)ureido-6-(3-cyanophenyl)-1′-benzyloxycarbonyl-spiro[indoline-3,4′-piperidine]). The yield is 35.9%. As a reaction SMILES: [Cl:1][C:2]1[CH:3]=[C:4]([N:9]([CH:13]2[CH2:18][C:17]3([C:26]4[C:21](=[CH:22][C:23](Br)=[CH:24][CH:25]=4)[NH:20][CH2:19]3)[CH2:16][CH2:15][N:14]2[C:28]([O:30][CH2:31][C:32]2[CH:37]=[CH:36][CH:35]=[CH:34][CH:33]=2)=[O:29])[C:10]([NH2:12])=[O:11])[CH:5]=[CH:6][C:7]=1[F:8].[C:38]([C:40]1[CH:41]=[C:42](B(O)O)[CH:43]=[CH:44][CH:45]=1)#[N:39].C([O-])([O-])=O.[Na+].[Na+].CCO>C1(C)C=CC=CC=1.C1C=CC([P]([Pd]([P](C2C=CC=CC=2)(C2C=CC=CC=2)C2C=CC=CC=2)([P](C2C=CC=CC=2)(C2C=CC=CC=2)C2C=CC=CC=2)[P](C2C=CC=CC=2)(C2C=CC=CC=2)C2C=CC=CC=2)(C2C=CC=CC=2)C2C=CC=CC=2)=CC=1>[Cl:1][C:2]1[CH:3]=[C:4]([N:9]([CH:13]2[CH2:18][C:17]3([C:26]4[C:21](=[CH:22][C:23]([C:44]5[CH:43]=[CH:42][CH:41]=[C:40]([C:38]#[N:39])[CH:45]=5)=[CH:24][CH:25]=4)[NH:20][CH2:19]3)[CH2:16][CH2:15][N:14]2[C:28]([O:30][CH2:31][C:32]2[CH:37]=[CH:36][CH:35]=[CH:34][CH:33]=2)=[O:29])[C:10]([NH2:12])=[O:11])[CH:5]=[CH:6][C:7]=1[F:8] |f:2.3.4,^1:68,70,89,108|. Procedure: To a solution of crude 1-(3-chloro-4-fluorophenyl)ureido-6-bromo-1′-benzyloxycarbonyl-spiro[indoline-3,4′-piperidine] (˜0.27 mmol) and Pd(PPh3)4 (0.011 g, 0.030 mmol, 10 mol %) in degassed toluene (5 mL) was added a solution of 3-cyanophenylboronic acid (0.067 g, 0.46 mmol, 1.7 eq.), aqueous Na2CO3 (2.5 mL of a 2N solution, 5 mmol), and EtOH (2.5 mL). The resulting mixture was heated at 90° C. for 16 h then partitioned between EtOAc (20 mL) and 10% aqueous NaHCO3 (20 mL). The organic phase was s... RXN SMILES: C([O:5][C:6](=[O:18])[C@@H:7]1[CH2:11][CH2:10][CH2:9][N:8]1[C:12](=[O:17])[CH:13]([CH3:16])[CH2:14][SH:15])(C)(C)C.C(OC(=O)[C@@H]1CCCN1C(=O)CCS)(C)(C)C>>[SH:15][CH2:14][CH:13]([CH3:16])[C:12]([N:8]1[CH2:9][CH2:10][CH2:11][C@H:7]1[C:6]([OH:18])=[O:5])=[O:17]. Starting materials: C(C)(C)(C)OC([C@H]1N(CCC1)C(C(CS)C)=O)=O (1-(3-mercapto-2-methylpropanoyl)-L-proline tert.butyl ester), C(C)(C)(C)OC([C@H]1N(CCC1)C(CCS)=O)=O (3-mercaptopropanoyl-L-proline tert.butyl ester). Procedure: By substituting 1-(3-mercapto-2-methylpropanoyl)-L-proline tert.butyl ester for the 1-(3-mercaptopropanoyl-L-proline tert.butyl ester in the procedure of Example 18C, 1-(3-mercapto-2-methylpropanoyl)-L-proline is obtained. Rf 0.35 (Silica gel, Benzene/acetic acid 3:1), Rf 0.5 (Silica gel, Methyl-ethylketone/Acetic acid/Pyridine/Water 14:1:2:1), identical to the compound of Example 34. The product is SCC(C(=O)N1[C@H](C(=O)O)CCC1)C (1-(3-mercapto-2-methylpropanoyl)-L-proline). The reactants are CCOC(=O)C(Br)C(=O)OCC, CCCNCCC, c1ccccc1. Product: CCCN(CCC)C(C(=O)OCC)C(=O)OCC. RXN SMILES: [Br:8][CH:9]([C:10](=[O:11])[O:12][CH2:13][CH3:14])[C:15](=[O:16])[O:17][CH2:18][CH3:19].[CH2:1]([CH2:2][CH3:3])[NH:4][CH2:5][CH2:6][CH3:7].[cH:20]1[cH:21][cH:22][cH:23][cH:24][cH:25]1>>[CH2:1]([CH2:2][CH3:3])[N:4]([CH2:5][CH2:6][CH3:7])[CH:9]([C:10](=[O:11])[O:12][CH2:13][CH3:14])[C:15](=[O:16])[O:17][CH2:18][CH3:19]. The reactants are C(CCl)Cl (EDC), ClN1CSC2=C1C(=C(C=C2)C(=O)O)C (3-chloro-4-methylbenzothiazol-5-carboxylic acid), CN1N=CC=C1O (1-methyl-5-hydroxypyrazole), C(C)#N (acetonitrile). Reagents/catalysts: CN(C)C=1C=CN=CC1 (DMAP). The solvent is C(C)N(CC)CC (triethylamine), O (water). Product: ClN1CSC2=C1C(=C(C=C2)C(=O)OC2=CC=NN2C)C (1-Methylpyrazol-5-yl 3-Chloro-4-methylbenzothiazole-5-carboxylate). Reaction SMILES: [Cl:1][N:2]1[C:6]2[C:7]([CH3:14])=[C:8]([C:11]([OH:13])=[O:12])[CH:9]=[CH:10][C:5]=2[S:4][CH2:3]1.[CH3:15][N:16]1[C:20](O)=[CH:19][CH:18]=[N:17]1.C(#N)C.C(Cl)CCl>CN(C1C=CN=CC=1)C.O.C(N(CC)CC)C>[Cl:1][N:2]1[C:6]2[C:7]([CH3:14])=[C:8]([C:11]([O:13][C:20]3[N:16]([CH3:15])[N:17]=[CH:18][CH:19]=3)=[O:12])[CH:9]=[CH:10][C:5]=2[S:4][CH2:3]1. Procedure details: 1 g of 3-chloro-4-methylbenzothiazol-5-carboxylic acid (4.4 mol) and 0.46 g of 1-methyl-5-hydroxypyrazole (4.7 mol) were dissolved in 50 ml of abs. acetonitrile and admixed with 1 g of EDC, 0.7 ml of triethylamine and a catalytic amount of DMAP. After the reaction had ended, the solution was poured into water and the product was extracted with ethyl acetate. The organic phase was washed and dried and the product was purified by crystallization/column chromatography. Yield: 0.22 g (16%). The reactants are ClC1=CC=C(COC2=CC(NC=C2)=O)C=C1 (4-((4-chlorobenzyl)oxy)pyridin-2(1H)-one), BrC=1C=CC=2N(N1)C(=C(N2)C2CC2)C (6-bromo-2-cyclopropyl-3-methylimidazo[1,2-b]pyridazine), CNCCNC (N,N′-dimethyl-1,2-ethanediamine), C([O-])([O-])=O.[K+].[K+] (potassium carbonate), N (NH3). The reagents and catalysts are [Cu]I (CuI). Run in CS(=O)C (DMSO). Run at temperature 150 celsius. Yields the product ClC1=CC=C(COC2=CC(N(C=C2)C=2C=CC=3N(N2)C(=C(N3)C3CC3)C)=O)C=C1 (4-((4-Chlorobenzyl)oxy)-1-(2-cyclopropyl-3-methylimidazo[1,2-b]pyridazin-6-yl)pyridin-2(1H)-one). Yield: 28.0%. RXN SMILES: [Cl:1][C:2]1[CH:16]=[CH:15][C:5]([CH2:6][O:7][C:8]2[CH:13]=[CH:12][NH:11][C:10](=[O:14])[CH:9]=2)=[CH:4][CH:3]=1.Br[C:18]1[CH:19]=[CH:20][C:21]2[N:22]([C:24]([CH3:30])=[C:25]([CH:27]3[CH2:29][CH2:28]3)[N:26]=2)[N:23]=1.CNCCNC.C(=O)([O-])[O-].[K+].[K+].N>[Cu]I.CS(C)=O>[Cl:1][C:2]1[CH:16]=[CH:15][C:5]([CH2:6][O:7][C:8]2[CH:13]=[CH:12][N:11]([C:18]3[CH:19]=[CH:20][C:21]4[N:22]([C:24]([CH3:30])=[C:25]([CH:27]5[CH2:29][CH2:28]5)[N:26]=4)[N:23]=3)[C:10](=[O:14])[CH:9]=2)=[CH:4][CH:3]=1 |f:3.4.5|. Procedure: A mixture of 4-((4-chlorobenzyl)oxy)pyridin-2(1H)-one (108 mg), 6-bromo-2-cyclopropyl-3-methylimidazo[1,2-b]pyridazine (150 mg), N,N′-dimethyl-1,2-ethanediamine (81 mg), CuI (87 mg), potassium carbonate (190 mg) and DMSO (3 ml) was heated at 150° C. for 1 h under microwave irradiation. The mixture was poured into 28% NH3 solution, and extracted with EtOAc. The organic layer was separated, washed with water and brine successively, dried over MgSO4, concentrated in vacuo, and purified by column ch... Reactants: CCOc1ncccc1C1(O)C(=O)Nc2cc(F)c(Br)cc21, [C-]#N, [C-]#N, CN(C)C=O, O, [Zn+2], c1ccc(P(c2ccccc2)(c2ccccc2)[Pd](P(c2ccccc2)(c2ccccc2)c2ccccc2)(P(c2ccccc2)(c2ccccc2)c2ccccc2)P(c2ccccc2)(c2ccccc2)c2ccccc2)cc1. Product: CCOc1ncccc1C1(O)C(=O)Nc2cc(F)c(C#N)cc21. RXN SMILES: [Br:1][c:2]1[cH:3][c:4]2[c:8]([cH:9][c:10]1[F:11])[NH:7][C:6](=[O:12])[C:5]2([OH:13])[c:14]1[c:15]([O:20][CH2:21][CH3:22])[n:16][cH:17][cH:18][cH:19]1.[C-:106]#[N:107].[C-:109]#[N:110].[CH3:23][N:24]([CH3:25])[CH:26]=[O:27].[OH2:28].[Zn+2:108].[cH:29]1[cH:30][cH:31][c:32]([P:33]([Pd:34]([P:35]([c:36]2[cH:37][cH:38][cH:39][cH:40][cH:41]2)([c:42]2[cH:43][cH:44][cH:45][cH:46][cH:47]2)[c:48]2[cH:49][cH:50][cH:51][cH:52][cH:53]2)([P:54]([c:55]2[cH:56][cH:57][cH:58][cH:59][cH:60]2)([c:61]2[cH:62][cH:63][cH:64][cH:65][cH:66]2)[c:67]2[cH:68][cH:69][cH:70][cH:71][cH:72]2)[P:73]([c:74]2[cH:75][cH:76][cH:77][cH:78][cH:79]2)([c:80]2[cH:81][cH:82][cH:83][cH:84][cH:85]2)[c:86]2[cH:87][cH:88][cH:89][cH:90][cH:91]2)([c:92]2[cH:93][cH:94][cH:95][cH:96][cH:97]2)[c:98]2[cH:99][cH:100][cH:101][cH:102][cH:103]2)[cH:104][cH:105]1>>[c:2]1([C:23]#[N:24])[cH:3][c:4]2[c:8]([cH:9][c:10]1[F:11])[NH:7][C:6](=[O:12])[C:5]2([OH:13])[c:14]1[c:15]([O:20][CH2:21][CH3:22])[n:16][cH:17][cH:18][cH:19]1.